This data is from the Open Reaction Database (ORD), a public repository of structured organic reaction records. The task is: describe an organic reaction: reactants, conditions, products, and yield The reactants are CCOC(=O)N1CCC(CC#N)(NC(=O)OC(C)(C)C)CC1, CO. Yields the product CCOC(=O)N1CCC(CCN)(NC(=O)OC(C)(C)C)CC1. RXN SMILES: [CH2:1]([CH3:2])[O:3][C:4](=[O:5])[N:6]1[CH2:7][CH2:8][C:9]([CH2:12][C:13]#[N:14])([NH:15][C:16](=[O:17])[O:18][C:19]([CH3:20])([CH3:21])[CH3:22])[CH2:10][CH2:11]1.[CH3:23][OH:24]>>[CH2:1]([CH3:2])[O:3][C:4](=[O:5])[N:6]1[CH2:7][CH2:8][C:9]([CH2:12][CH2:13][NH2:14])([NH:15][C:16](=[O:17])[O:18][C:19]([CH3:20])([CH3:21])[CH3:22])[CH2:10][CH2:11]1.